Dataset: the Open Reaction Database (ORD), a public repository of structured organic reaction records. Task: describe an organic reaction: reactants, conditions, products, and yield Starting materials: COC(=O)C1=NC=C(C=C1)N (5-amino-pyridine-2-carboxylic acid methyl ester), C(\C=C\C1=CC=CC=C1)=O (trans-cinnamaldehyde). Solvent: C1=CC=CC=C1 (benzene). Yields the product COC(=O)C1=NC=C(C=C1)N=CC=CC1=CC=CC=C1 (5-cinnamylideneaminopyridine-2-carboxylic acid methyl ester). RXN SMILES: [CH3:1][O:2][C:3]([C:5]1[CH:10]=[CH:9][C:8]([NH2:11])=[CH:7][N:6]=1)=[O:4].[CH:12](=O)/[CH:13]=[CH:14]/[C:15]1[CH:20]=[CH:19][CH:18]=[CH:17][CH:16]=1>C1C=CC=CC=1>[CH3:1][O:2][C:3]([C:5]1[CH:10]=[CH:9][C:8]([N:11]=[CH:12][CH:13]=[CH:14][C:15]2[CH:20]=[CH:19][CH:18]=[CH:17][CH:16]=2)=[CH:7][N:6]=1)=[O:4]. Reported procedure: The starting material is prepared as follows: The mixture of 7.61 g of 5-amino-pyridine-2-carboxylic acid methyl ester, 7.61 g of trans-cinnamaldehyde and 130 ml of benzene is stirred and refluxed on a water trap for 41/2 hours. It is evaporated and the residue recrystallized from ethyl acetate, to yield the 5-cinnamylideneaminopyridine-2-carboxylic acid methyl ester melting at 128°-131°. Reactants: CS(C)=O, [Cl-], COC(=O)C1(Oc2cc(-n3c(=O)cc(C(F)(F)F)n(C)c3=O)c(F)cc2Cl)CC=CNC1=O, [Li+], O. Product: Cn1c(C(F)(F)F)cc(=O)n(-c2cc(OC3CC=CNC3=O)c(Cl)cc2F)c1=O. As a reaction SMILES: [CH3:36][S:37](=[O:38])[CH3:39].[Cl-:35].[Cl:1][c:2]1[c:3]([O:4][C:5]2([C:12]([O:13][CH3:14])=[O:15])[C:6](=[O:11])[NH:7][CH:8]=[CH:9][CH2:10]2)[cH:16][c:17](-[n:21]2[c:22](=[O:33])[n:23]([CH3:32])[c:24]([C:28]([F:29])([F:30])[F:31])[cH:25][c:26]2=[O:27])[c:18]([F:20])[cH:19]1.[Li+:34].[OH2:40]>>[Cl:1][c:2]1[c:3]([O:4][CH:5]2[C:6](=[O:11])[NH:7][CH:8]=[CH:9][CH2:10]2)[cH:16][c:17](-[n:21]2[c:22](=[O:33])[n:23]([CH3:32])[c:24]([C:28]([F:29])([F:30])[F:31])[cH:25][c:26]2=[O:27])[c:18]([F:20])[cH:19]1. The reactants are O (water), C([O-])([O-])=O.[K+].[K+] (potassium carbonate), BrC=1NC(=C(N1)C)Br (2,5-dibromo-4-methyl-1H-imidazole), CC1=C(C=C(C=C1)[N+](=O)[O-])S(=O)(=O)Cl (2-methyl-5-nitro-benzenesulphonyl chloride). The solvent is C(C)#N (acetonitrile). Conditions: time 10 minute. Product: CC1=C(C=C(C=C1)[N+](=O)[O-])S(=O)(=O)N1C(=NC(=C1C)Br)Br (1-(2-methyl-5-nitro-benzenesulphonyl)-2,4-dibromo-5-methyl-1H-imidazole). The yield is 52.1%. Reaction SMILES: C(=O)([O-])[O-].[K+].[K+].[Br:7][C:8]1[NH:9][C:10]([Br:14])=[C:11]([CH3:13])[N:12]=1.[CH3:15][C:16]1[CH:21]=[CH:20][C:19]([N+:22]([O-:24])=[O:23])=[CH:18][C:17]=1[S:25](Cl)(=[O:27])=[O:26].O>C(#N)C>[CH3:15][C:16]1[CH:21]=[CH:20][C:19]([N+:22]([O-:24])=[O:23])=[CH:18][C:17]=1[S:25]([N:12]1[C:11]([CH3:13])=[C:10]([Br:14])[N:9]=[C:8]1[Br:7])(=[O:27])=[O:26] |f:0.1.2|. Procedure: 1.4 g (10 mmol) of potassium carbonate are added to a solution of 1.7 g (7 mmol) of 2,5-dibromo-4-methyl-1H-imidazole in 40 ml of acetonitrile at room temperature. The mixture is stirred for 10 minutes at room temperature, and 1.7 g (7 mmol) of 2-methyl-5-nitro-benzenesulphonyl chloride are then added. Stirring is carried out for a further 20 hours at room temperature and the reaction mixture is then poured onto 100 ml of water. The mixture formed is extracted twice with 50 ml of diethylether in... Starting materials: CC(C)(C)OC(=O)NNC(=O)c1ccc(OCc2ccccc2)cc1, C1CCOC1, COc1ccc(P2(=S)SP(=S)(c3ccc(OC)cc3)S2)cc1. Product: CC(C)(C)OC(=O)NNC(=S)c1ccc(OCc2ccccc2)cc1. As a reaction SMILES: [CH2:1]([c:2]1[cH:3][cH:4][cH:5][cH:6][cH:7]1)[O:8][c:9]1[cH:10][cH:11][c:12]([C:13](=[O:14])[NH:15][NH:16][C:17](=[O:18])[O:19][C:20]([CH3:21])([CH3:22])[CH3:23])[cH:24][cH:25]1.[CH2:48]1[O:49][CH2:50][CH2:51][CH2:52]1.[CH3:26][O:27][c:28]1[cH:29][cH:30][c:31]([P:32]2(=[S:35])[S:33][P:34]([c:36]3[cH:37][cH:38][c:39]([O:40][CH3:41])[cH:42][cH:43]3)(=[S:44])[S:45]2)[cH:46][cH:47]1>>[CH2:1]([c:2]1[cH:3][cH:4][cH:5][cH:6][cH:7]1)[O:8][c:9]1[cH:10][cH:11][c:12]([C:13]([NH:15][NH:16][C:17](=[O:18])[O:19][C:20]([CH3:21])([CH3:22])[CH3:23])=[S:35])[cH:24][cH:25]1. The product is COc1cc2c(cc1Br)CC(C)OC2c1ccc([N+](=O)[O-])cc1. The reactants are COc1ccc(CC(C)O)cc1Br, [Cl-], [Cl-], Cl, O=Cc1ccc([N+](=O)[O-])cc1, O, [Zn+2], c1ccccc1. Reaction SMILES: [Br:1][c:2]1[cH:3][c:4]([CH2:10][CH:11]([CH3:12])[OH:13])[cH:5][cH:6][c:7]1[O:8][CH3:9].[Cl-:33].[Cl-:35].[ClH:25].[N+:14](=[O:15])([O-:16])[c:17]1[cH:18][cH:19][c:20]([CH:21]=[O:22])[cH:23][cH:24]1.[OH2:26].[Zn+2:34].[cH:27]1[cH:28][cH:29][cH:30][cH:31][cH:32]1>>[Br:1][c:2]1[cH:3][c:4]2[c:5]([cH:6][c:7]1[O:8][CH3:9])[CH:21]([c:20]1[cH:19][cH:18][c:17]([N+:14](=[O:15])[O-:16])[cH:24][cH:23]1)[O:13][CH:11]([CH3:12])[CH2:10]2. The reactants are I(=O)(=O)C1=C(C(=O)O)C=CC=C1 (o-Iodoxybenzoic acid), OC(C)C1=C2C=CN3C2=C(C=C1)CNCC3=O (7-(1-Hydroxy-ethyl)-3,4-dihydro-2H-[1,4]diazepino[6,7,1-hi]indol-1-one). The solvent is CS(=O)C (DMSO). Run at time 2.5 hour. The product is C(C)(=O)C1=C2C=CN3C2=C(C=C1)CNCC3=O (7-Acetyl-3,4-dihydro-2H-[1,4]diazepino[6,7,1-hi]indol-1-one). Isolated yield 55.7%. As a reaction SMILES: I(C1C=CC=CC=1C(O)=O)(=O)=O.[OH:13][CH:14]([C:16]1[CH:24]=[CH:23][C:22]2[CH2:25][NH:26][CH2:27][C:28](=[O:29])[N:20]3[C:21]=2[C:17]=1[CH:18]=[CH:19]3)[CH3:15]>CS(C)=O>[C:14]([C:16]1[CH:24]=[CH:23][C:22]2[CH2:25][NH:26][CH2:27][C:28](=[O:29])[N:20]3[C:21]=2[C:17]=1[CH:18]=[CH:19]3)(=[O:13])[CH3:15]. Procedure: o-Iodoxybenzoic acid (Frigerio, et al., J. Org. Chem. 1995, 60, 7272) (2.217 mmol, 0.621 g) was added to a solution of 7-(1-Hydroxy-ethyl)-3,4-dihydro-2H-[1,4]diazepino[6,7,1-hi]indol-1-one (Example 163) (0.739 mmol, 0.170 g) in DMSO (8 mL) at rt. The reaction mixture was stirred at rt for 2.5 h. The solvent was removed in vacuo and the residue was taken up in EtOAc and washed with 5% Na2S2O3/5% NaHCO3, H2O and brine. The organic layer was dried over anhydrous MgSO4 and concentrated to give an o... The reactants are CC(=O)O, CC(=O)Nc1ccc(S(=O)(=O)Nc2ccc3[nH]c4c(c3c2)CCN(C)C4)cc1, CCOC(C)=O, [Na+], [OH-], O. The product is CN1CCc2c([nH]c3ccc(NS(=O)(=O)c4ccc(N)cc4)cc23)C1. Reaction SMILES: [C:38]([OH:39])(=[O:40])[CH3:41].[CH3:1][N:2]1[CH2:3][c:4]2[nH:5][c:6]3[cH:7][cH:8][c:9]([NH:15][S:16](=[O:17])(=[O:18])[c:19]4[cH:20][cH:21][c:22]([NH:25][C:26](=[O:27])[CH3:28])[cH:23][cH:24]4)[cH:10][c:11]3[c:12]2[CH2:13][CH2:14]1.[CH3:32][CH2:33][O:34][C:35]([CH3:36])=[O:37].[Na+:30].[OH-:29].[OH2:31]>>[CH3:1][N:2]1[CH2:3][c:4]2[nH:5][c:6]3[cH:7][cH:8][c:9]([NH:15][S:16](=[O:17])(=[O:18])[c:19]4[cH:20][cH:21][c:22]([NH2:25])[cH:23][cH:24]4)[cH:10][c:11]3[c:12]2[CH2:13][CH2:14]1. The reactants are solution, Cl (HCl), C(C)OCC (diethyl ether), C(=O)(OC(C)(C)C)NCC(CCC(=O)OCCCCCCCCCCCC(=O)O)=O (11-carboxyundecyl 5-(Boc-amino)-4-oxopentanoate). Run in C(C)(=O)OCC (ethyl acetate). Reaction conditions: time 5 day. Yields the product Cl.NCC(CCC(=O)OCCCCCCCCCCCC(=O)O)=O (11-carboxyundecyl 5-amino-4-oxopentanoate hydrochloride). As a reaction SMILES: [ClH:1].C(OCC)C.C([NH:14][CH2:15][C:16](=[O:36])[CH2:17][CH2:18][C:19]([O:21][CH2:22][CH2:23][CH2:24][CH2:25][CH2:26][CH2:27][CH2:28][CH2:29][CH2:30][CH2:31][CH2:32][C:33]([OH:35])=[O:34])=[O:20])(OC(C)(C)C)=O>C(OCC)(=O)C>[ClH:1].[NH2:14][CH2:15][C:16](=[O:36])[CH2:17][CH2:18][C:19]([O:21][CH2:22][CH2:23][CH2:24][CH2:25][CH2:26][CH2:27][CH2:28][CH2:29][CH2:30][CH2:31][CH2:32][C:33]([OH:35])=[O:34])=[O:20] |f:4.5|. Procedure: A 1.0 M solution of HCl in diethyl ether (5.0 mL; 5.0 mmol) was added to a stirred solution of the product of 14c (0.95 g; 2.2 mmol) in ethyl acetate (10 mL) at ambient temperature under argon. After 5 days, the mixture was filtered and the residue was triturated with diethyl ether (2×5 mL). The residue was dried overnight at 40° C. and 15 mm Hg to give 0.11 g white solid. The combined ether extracts were evaporated. LC-MS analysis indicated that the product contained ca. 25% 5-amino-4-oxopentan... The reactants are C(C)(=O)NC1=C(C(=NC(=C1)C1=C(C(=C(C=C1)C(F)(F)F)F)F)C(=O)OC)Cl (methyl 4-acetamido-3-chloro-6-(2,3-difluoro-4-(trifluoromethyl)phenyl)picolinate), [OH-].[Na+] (sodium hydroxide). Solvent: CO (methanol). Conditions: time 15 hour. Yields the product NC1=C(C(=NC(=C1)C1=C(C(=C(C=C1)C(F)(F)F)F)F)C(=O)O)Cl (4-amino-3-chloro-6-(2,3-difluoro-4-(trifluoromethyl)phenyl)picolinic acid). Yield: 95.2%. Reaction SMILES: C([NH:4][C:5]1[CH:10]=[C:9]([C:11]2[CH:16]=[CH:15][C:14]([C:17]([F:20])([F:19])[F:18])=[C:13]([F:21])[C:12]=2[F:22])[N:8]=[C:7]([C:23]([O:25]C)=[O:24])[C:6]=1[Cl:27])(=O)C.[OH-].[Na+]>CO>[NH2:4][C:5]1[CH:10]=[C:9]([C:11]2[CH:16]=[CH:15][C:14]([C:17]([F:18])([F:19])[F:20])=[C:13]([F:21])[C:12]=2[F:22])[N:8]=[C:7]([C:23]([OH:25])=[O:24])[C:6]=1[Cl:27] |f:1.2|. Procedure: To a mixture of methyl 4-acetamido-3-chloro-6-(2,3-difluoro-4-(trifluoromethyl)phenyl)picolinate (115 mg, 0.28 mmol) in methanol (1 mL) was added 2 Normal (N) aqueous sodium hydroxide solution (NaOH; 1.4 mL, 2.81 mmol). The reaction solution was stirred at ambient temperature for 15 h. The solution was then concentrated, and acidified with a 2 N aqueous HCl solution. The desired product precipitated out of solution. This mixture was extracted (3×) with dichloromethane, the organics were combined... Reactants: COC(=O)C=1SC(=C(C1OC)C)C(=O)OC (dimethyl-3-methoxy-4-methyl-2,5-thiophene dicarboxylate), NCC1N(CCC1)CC ((±)2-(aminomethyl)-1-ethyl-pyrrolidine). The solvent is C(C)(=O)OCC (ethyl acetate). Product: C(=O)(OC)C1=C(C(=C(S1)C(=O)NCC1N(CCC1)CC)OC)C ((±) 5-Carbomethoxy-N-[1-ethyl-2-pyrrolidinylmethyl]-3-methoxy-4-methylthiophene-2-carboxamide), fumarate salt. RXN SMILES: CO[C:3]([C:5]1[S:6][C:7]([C:13]([O:15][CH3:16])=[O:14])=[C:8]([CH3:12])[C:9]=1[O:10][CH3:11])=[O:4].[NH2:17][CH2:18][CH:19]1[CH2:23][CH2:22][CH2:21][N:20]1[CH2:24][CH3:25]>C(OCC)(=O)C>[C:13]([C:7]1[S:6][C:5]([C:3]([NH:17][CH2:18][CH:19]2[CH2:23][CH2:22][CH2:21][N:20]2[CH2:24][CH3:25])=[O:4])=[C:9]([O:10][CH3:11])[C:8]=1[CH3:12])([O:15][CH3:16])=[O:14]. Procedure details: The above compound was prepared by heating dimethyl-3-methoxy-4-methyl-2,5-thiophene dicarboxylate and (±)2-(aminomethyl)-1-ethyl-pyrrolidine at 170° under nitrogen atmosphere. After column chromatography, the title compound was obtained, as its fumarate salt, m.p. 155°-156° ex ethyl acetate.